From a dataset of the Open Reaction Database (ORD), a public repository of structured organic reaction records. describe an organic reaction: reactants, conditions, products, and yield Starting materials: BrC1=CSC=C1 (3-bromothiophene), CC=1OC(=C(N1)C)C(CC)=O (2,4-dimethyl-5-propionyloxazole). Yields the product CC=1OC(=C(N1)C)C(CC)(O)C1=CSC=C1 (1-(2,4-Dimethyl-5-oxazolyl)-1-(3-thienyl)propanol). Reaction SMILES: Br[C:2]1[CH:6]=[CH:5][S:4][CH:3]=1.[CH3:7][C:8]1[O:9][C:10]([C:14](=[O:17])[CH2:15][CH3:16])=[C:11]([CH3:13])[N:12]=1>>[CH3:7][C:8]1[O:9][C:10]([C:14]([C:2]2[CH:6]=[CH:5][S:4][CH:3]=2)([OH:17])[CH2:15][CH3:16])=[C:11]([CH3:13])[N:12]=1. Procedure: Starting with 3-bromothiophene and 2,4-dimethyl-5-propionyloxazole and following the general method of Example 4 the title compound was prepared. Purification by preparative HPLC gave a white solid. M.p. 81°-83° C. Starting materials: S1C2=C(C=C1C(C)NO)C=CC=C2 (N-(1-benzo[b]thien-2-yl)ethylhydroxylamine), O(C1=CC=CC=C1)NC(=O)NC(=O)N (N-phenoxycarbamoyl urea). The solvent is O1CCOCC1 (dioxane). Conditions: time 24 hour. The product is C(N)(=O)NC(N(C(C)C1=CC2=C(S1)C=CC=C2)O)=O (N'-carbamoyl-N-hydroxy-N-[1-(benzo[b]thien-2-yl)ethyl]urea). Reaction SMILES: [S:1]1[C:5]([CH:6]([NH:8][OH:9])[CH3:7])=[CH:4][C:3]2[CH:10]=[CH:11][CH:12]=[CH:13][C:2]1=2.O([NH:21][C:22]([NH:24][C:25](N)=[O:26])=[O:23])C1C=CC=CC=1>O1CCOCC1>[C:22]([NH:24][C:25](=[O:26])[N:8]([OH:9])[CH:6]([C:5]1[S:1][C:2]2[CH:13]=[CH:12][CH:11]=[CH:10][C:3]=2[CH:4]=1)[CH3:7])(=[O:23])[NH2:21]. Procedure: To a stirred solution of urea (7.27 g, 119 mmol) was added phenyl chloroformate (8.9 g, 57 mmol) followed by pyridine (30 mL). The resulting mixture became highly exothermic and soon solidified. This solid residue was dispersed and washed well with pyridine and ethylacetate to afford the intermediate N-phenoxycarbamoyl urea. A solution of N-(1-benzo[b]thien-2-yl)ethylhydroxylamine (0.50 g, 2.6 mmol) and N-phenoxycarbamoyl urea (0.46 g, 2.6 mmol) in dioxane (12 mL) was heated at 50° C. for 18 h. ... Reactants: ClC1=NC(=NC(=N1)Cl)NC1=CC(=NN1)C1CC1 (4,6-Dichloro-N-(3-cyclopropyl-1H-pyrazol-5-yl)-1,3,5-triazin-2-amine), S1C(=NC=C1)NC(=O)[C@H]1NCCC1 ((S)—N-(Thiazol-2-yl)pyrrolidine-2-carboxamide), ClC1=NC(=NC(=N1)NC1=CC(=NN1)C1CC1)N1[C@@](CCC1)(C(=O)NC=1C=NC(=CC1)F)C ((S)-1-(4-Chloro-6-(3-cyclopropyl-1H-pyrazol-5-ylamino)-1,3,5-triazin-2-yl)-N-(6-fluoropyridin-3-yl)-2-methylpyrrolidine-2-carboxamide). RXN SMILES: Cl[C:2]1[N:7]=[C:6]([Cl:8])[N:5]=[C:4]([NH:9][C:10]2[NH:14][N:13]=[C:12]([CH:15]3[CH2:17][CH2:16]3)[CH:11]=2)[N:3]=1.[S:18]1[CH:22]=[CH:21][N:20]=[C:19]1[NH:23][C:24]([C@@H:26]1[CH2:30][CH2:29][CH2:28][NH:27]1)=[O:25].ClC1N=C(NC2NN=C(C3CC3)C=2)N=C(N2CCC[C@@]2(C)C(NC2C=NC(F)=CC=2)=O)N=1>>[Cl:8][C:6]1[N:5]=[C:4]([NH:9][C:10]2[NH:14][N:13]=[C:12]([CH:15]3[CH2:17][CH2:16]3)[CH:11]=2)[N:3]=[C:2]([N:27]2[CH2:28][CH2:29][CH2:30][C@H:26]2[C:24]([NH:23][C:19]2[S:18][CH:22]=[CH:21][N:20]=2)=[O:25])[N:7]=1. Yields the product ClC1=NC(=NC(=N1)NC1=CC(=NN1)C1CC1)N1[C@@H](CCC1)C(=O)NC=1SC=CN1 ((S)-1-(4-Chloro-6-(3-cyclopropyl-1H-pyrazol-5-ylamino)-1,3,5-triazin-2-yl)-N-(thiazol-2-yl)pyrrolidine-2-carboxamide). Reported procedure: (S)-1-(4-Chloro-6-(3-cyclopropyl-1H-pyrazol-5-ylamino)-1,3,5-triazin-2-yl)-N-(thiazol-2-yl)pyrrolidine-2-carboxamide 109B was prepared from 1A and 109A as described for 1C. LC/MS [M+H]+: 432/434; Ret time (Method F): 2.70 min. Run at temperature 80 celsius, time 4 hour. Product: FC1=CC=C(C=C1)[C@@](CN1N=CN=C1)([C@@H](C)N1N=CC=N1)O ((2R,3R)-2-(4-Fluorophenyl)-3-(2H-1,2,3-triazol-2-yl)-1-(1H-1,2, 4-triazol-1-yl)-2-butanol). Isolated yield 23.6%. Solvent: CN(C=O)C (dimethylformamide), oil. RXN SMILES: [NH:1]1[CH:5]=[CH:4][N:3]=[N:2]1.[H-].[Na+].[F:8][C:9]1[CH:14]=[CH:13][C:12]([C@@:15]2([CH2:19][N:20]3[CH:24]=[N:23][CH:22]=[N:21]3)[C@H:17]([CH3:18])[O:16]2)=[CH:11][CH:10]=1>CN(C)C=O>[F:8][C:9]1[CH:14]=[CH:13][C:12]([C@:15]([OH:16])([C@H:17]([N:2]2[N:3]=[CH:4][CH:5]=[N:1]2)[CH3:18])[CH2:19][N:20]2[CH:24]=[N:23][CH:22]=[N:21]2)=[CH:11][CH:10]=1 |f:1.2|. Reported procedure: To a stirred solution of 1H-1,2,3-triazole (1.49 g) in dimethylformamide (35 ml) was added portionwise 60% sodium hydride in oil (0.63 g) under ice-cooling. Ten minutes later, to the mixture was added (2R,3S)-2-(4-fluorophenyl)-3-methyl-2-[(1H-1,2, 4-triazol-1-yl)methyl]oxirane (3.34 g), followed by stirring for 4 hours at 80° C. After cooling, the mixture was concentrated. The residue was partitioned with ethyl acetate (300 ml) and saturated saline. The organic layer was washed with saturated s... Reactants: FC1=CC=C(C=C1)[C@@]1(O[C@H]1C)CN1N=CN=C1 ((2R,3S)-2-(4-fluorophenyl)-3-methyl-2-[(1H-1,2, 4-triazol-1-yl)methyl]oxirane), N1N=NC=C1 (1H-1,2,3-triazole), [H-].[Na+] (sodium hydride). Reactants: CC(C)(C)[Si](C)(C)OCCBr, O=C([O-])[O-], CCOC(=O)Cc1cc(O)c(F)cc1Br, CN1CCCC1=O, [Cs+], [Cs+], [I-], [Na+], O. Yields the product CCOC(=O)Cc1cc(OCCO[Si](C)(C)C(C)(C)C)c(F)cc1Br. Reaction SMILES: [Br:24][CH2:25][CH2:26][O:27][Si:28]([CH3:29])([CH3:30])[C:31]([CH3:32])([CH3:33])[CH3:34].[C:16](=[O:17])([O-:18])[O-:19].[CH2:1]([CH3:2])[O:3][C:4]([CH2:5][c:6]1[c:7]([Br:14])[cH:8][c:9]([F:13])[c:10]([OH:12])[cH:11]1)=[O:15].[CH3:35][N:36]1[CH2:37][CH2:38][CH2:39][C:40]1=[O:41].[Cs+:20].[Cs+:21].[I-:23].[Na+:22].[OH2:42]>>[CH2:1]([CH3:2])[O:3][C:4]([CH2:5][c:6]1[c:7]([Br:14])[cH:8][c:9]([F:13])[c:10]([O:12][CH2:25][CH2:26][O:27][Si:28]([CH3:29])([CH3:30])[C:31]([CH3:32])([CH3:33])[CH3:34])[cH:11]1)=[O:15].